Dataset: the Open Reaction Database (ORD), a public repository of structured organic reaction records. Task: describe an organic reaction: reactants, conditions, products, and yield The reactants are ClCCNC(C1=CC=CC=C1)=O (N-(2-chloroethyl)benzamide), P(Cl)(Cl)(Cl)(Cl)Cl (phosphorous pentachloride), C(C)(C)C1=CC2=C(OC3=C2C=CC=C3)C(=C1N)C(C)C (2,4-diisopropyldibenzo[b,d]furan-3-amine). Run in C1(=CC(=CC=C1)C)C (m-xylene). Product: C(C)(C)C1=CC2=C(OC3=C2C=CC=C3)C(=C1N1C(=NCC1)C1=CC=CC=C1)C(C)C (1-(2,4-diisopropyldibenzo[b,d]furan-3-yl)-2-phenyl-4,5-dihydro-1H-imidazole). The yield is 83.2%. As a reaction SMILES: Cl[CH2:2][CH2:3][NH:4][C:5](=O)[C:6]1[CH:11]=[CH:10][CH:9]=[CH:8][CH:7]=1.P(Cl)(Cl)(Cl)(Cl)Cl.[CH:19]([C:22]1[C:34]([NH2:35])=[C:33]([CH:36]([CH3:38])[CH3:37])[C:25]2[O:26][C:27]3[CH:32]=[CH:31][CH:30]=[CH:29][C:28]=3[C:24]=2[CH:23]=1)([CH3:21])[CH3:20]>C1(C)C=CC=C(C)C=1>[CH:19]([C:22]1[C:34]([N:35]2[CH2:2][CH2:3][N:4]=[C:5]2[C:6]2[CH:11]=[CH:10][CH:9]=[CH:8][CH:7]=2)=[C:33]([CH:36]([CH3:38])[CH3:37])[C:25]2[O:26][C:27]3[CH:32]=[CH:31][CH:30]=[CH:29][C:28]=3[C:24]=2[CH:23]=1)([CH3:21])[CH3:20]. Procedure details: N-(2-chloroethyl)benzamide (4.12 g, 22.44 mmol) and phosphorous pentachloride (7.01 g, 33.7 mmol) were refluxed in m-xylene under nitrogen for 2 h. The reaction mixture was cooled to room temperature. To the reaction was then added 2,4-diisopropyldibenzo[b,d]furan-3-amine (6 g, 22.44 mmol). The reaction was refluxed for 16 h. After cooled to room temperature, the precipitate was collected by filtration, and washed thoroughly with toluene and hexanes. Sodium hydroxide solution was added to the so... As a reaction SMILES: [H:16][H:17].[N+:1]([O-:2])(=[O:3])[c:4]1[cH:5][cH:6][c:7]([N:10]2[CH2:11][CH2:12][S:13][CH2:14][CH2:15]2)[cH:8][cH:9]1.[O:18]1[CH2:19][CH2:20][O:21][CH2:22][CH2:23]1>>[NH2:1][c:4]1[cH:5][cH:6][c:7]([N:10]2[CH2:11][CH2:12][S:13][CH2:14][CH2:15]2)[cH:8][cH:9]1. The product is Nc1ccc(N2CCSCC2)cc1. Starting materials: [H][H], O=[N+]([O-])c1ccc(N2CCSCC2)cc1, C1COCCO1.